From a dataset of the Open Reaction Database (ORD), a public repository of structured organic reaction records. describe an organic reaction: reactants, conditions, products, and yield The reactants are BrC=1C=C2CC(NC2=CC1)=O (5-Bromo-1,3-dihydroindol-2-one), N1(C=NC=C1)CCCNC(=O)C1=C(NC(=C1C)C=O)C (5-formyl-2,4-dimethyl-1H-pyrrole-3-carboxylic acid (3-imidazol-1-ylpropyl)amide). Product: N1(C=NC=C1)CCCNC(=O)C1=C(NC(=C1C)C=C1C(NC2=CC=C(C=C12)Br)=O)C (5-(5-Bromo-2-oxo-1,2-dihydroindol-3-ylidenemethyl)-2,4-dimethyl-1H-pyrrole-3-carboxylic acid (3-imidazol-1-yl-propyl)amide). The yield is 58.6%. As a reaction SMILES: [Br:1][C:2]1[CH:3]=[C:4]2[C:8](=[CH:9][CH:10]=1)[NH:7][C:6](=[O:11])[CH2:5]2.[N:12]1([CH2:17][CH2:18][CH2:19][NH:20][C:21]([C:23]2[C:27]([CH3:28])=[C:26]([CH:29]=O)[NH:25][C:24]=2[CH3:31])=[O:22])[CH:16]=[CH:15][N:14]=[CH:13]1>>[N:12]1([CH2:17][CH2:18][CH2:19][NH:20][C:21]([C:23]2[C:27]([CH3:28])=[C:26]([CH:29]=[C:5]3[C:4]4[C:8](=[CH:9][CH:10]=[C:2]([Br:1])[CH:3]=4)[NH:7][C:6]3=[O:11])[NH:25][C:24]=2[CH3:31])=[O:22])[CH:16]=[CH:15][N:14]=[CH:13]1. Procedure details: 5-Bromo-1,3-dihydroindol-2-one (0.09 g, 0.4 mmol) was condensed with 5-formyl-2,4-dimethyl-1H-pyrrole-3-carboxylic acid (3-imidazol-1-ylpropyl)amide (0.1 g) to give 0.1 g (59%) of the title compound as an orange solid. Reactants: CC(=O)Nc1ccc(S)cc1, CCO, CC(C)C1=NNC(=O)C1=C1C=C(Cl)c2ccccc2N1. Product: CC(=O)Nc1ccc(SC2=CC(=C3C(=O)NN=C3C(C)C)Nc3ccccc32)cc1. As a reaction SMILES: [C:21]([CH3:22])(=[O:23])[NH:24][c:25]1[cH:26][cH:27][c:28]([SH:31])[cH:29][cH:30]1.[CH3:32][CH2:33][OH:34].[Cl:1][C:2]1=[CH:3][C:4](=[C:12]2[C:13]([CH:18]([CH3:19])[CH3:20])=[N:14][NH:15][C:16]2=[O:17])[NH:5][c:6]2[cH:7][cH:8][cH:9][cH:10][c:11]21>>[C:2]1([S:31][c:28]2[cH:27][cH:26][c:25]([NH:24][C:21]([CH3:22])=[O:23])[cH:30][cH:29]2)=[CH:3][C:4](=[C:12]2[C:13]([CH:18]([CH3:19])[CH3:20])=[N:14][NH:15][C:16]2=[O:17])[NH:5][c:6]2[cH:7][cH:8][cH:9][cH:10][c:11]21. The reactants are OCCCCOC1=C(C=CC(=O)O)C=CC(=C1OCCCCO)OCCCCO (2,3,4-tri(4-hydroxy-butyloxy)cinnamic acid), C(C=C)(=O)Cl (acrylic acid chloride), CN(C1=CC=CC=C1)C (N,N-dimethylaniline), O1CCCC1 (tetrahydrofuran). Conditions: temperature 60 celsius, time 5 hour. Yields the product C(CCCCC)OC1=C(C=CC(=O)O)C=CC(=C1OCCCCCC)OCCCCOC(C=C)=O (2,3-dihexyloxy-4-(4-acryloyloxybutyloxy)cinnamic acid). Isolated yield 86.0%. RXN SMILES: O[CH2:2][CH2:3][CH2:4][CH2:5][O:6][C:7]1[C:17]([O:18][CH2:19][CH2:20][CH2:21][CH2:22]O)=[C:16]([O:24][CH2:25][CH2:26][CH2:27][CH2:28][OH:29])[CH:15]=[CH:14][C:8]=1[CH:9]=[CH:10][C:11]([OH:13])=[O:12].[C:30](Cl)(=[O:33])[CH:31]=[CH2:32].CN(C)[C:37]1C=CC=C[CH:38]=1.O1CC[CH2:46][CH2:45]1>>[CH2:5]([O:6][C:7]1[C:17]([O:18][CH2:19][CH2:20][CH2:21][CH2:22][CH2:45][CH3:46])=[C:16]([O:24][CH2:25][CH2:26][CH2:27][CH2:28][O:29][C:30](=[O:33])[CH:31]=[CH2:32])[CH:15]=[CH:14][C:8]=1[CH:9]=[CH:10][C:11]([OH:13])=[O:12])[CH2:4][CH2:3][CH2:2][CH2:37][CH3:38]. Reported procedure: Into a three-neck flask, 2,3,4-tri(4-hydroxy-butyloxy)cinnamic acid (6.2 g), acrylic acid chloride (1.3 ml), N,N-dimethylaniline (2.1 g) and 100 mL of tetrahydrofuran were added and stirred at 60° C. for 5 hours. After cooling, the reaction solution was extracted with ethyl and washed with water. The extract was concentrated and then purified by column chromatography to obtain the titled compound (6.0 g). Yield: 86%. Solvent: CN1C(CCC1)=O (N-methylpyrrolidinone). The product is ClC1=C(C=CC(=C1)C=1C=NC=CC1)SC1CC2CCC(C1)N2C (3-{[2-chloro-4-(3-pyridinyl)phenyl]thio}-8-methyl-8-azabicylo[3.2.1]octane). Procedure: A mixture of 3-chloro-4-[(8-methyl-8-azabicylo[3.2.1]oct-3-yl)thio]phenyl trifluoromethanesulfonate (215 mg), lithium chloride (70 mg), triphenylarsine 32 mg) and tris(dibenzylideneacetone)-dipalladium (0) (20 mg) was stirred in N-methylpyrrolidinone (10 ml) under nitrogen for 5 minutes. To this was added 3-tributylstannylpyridine (200 mg) and the solution heated to 100° C. for 2 hours. The solution was cooled to room temperature and aqueous sodium hydroxide (10%) added to quench the reaction. T... The yield is 30.3%. Run at temperature 100 celsius. Reaction SMILES: FC(F)(F)S(O[C:7]1[CH:12]=[CH:11][C:10]([S:13][CH:14]2[CH2:20][CH:19]3[N:21]([CH3:22])[CH:16]([CH2:17][CH2:18]3)[CH2:15]2)=[C:9]([Cl:23])[CH:8]=1)(=O)=O.[Cl-].[Li+].C1([As](C2C=CC=CC=2)C2C=CC=CC=2)C=CC=CC=1.C([Sn](CCCC)(CCCC)[C:52]1[CH:53]=[N:54][CH:55]=[CH:56][CH:57]=1)CCC.[OH-].[Na+]>CN1CCCC1=O.C1C=CC(/C=C/C(/C=C/C2C=CC=CC=2)=O)=CC=1.C1C=CC(/C=C/C(/C=C/C2C=CC=CC=2)=O)=CC=1.C1C=CC(/C=C/C(/C=C/C2C=CC=CC=2)=O)=CC=1.[Pd].[Pd]>[Cl:23][C:9]1[CH:8]=[C:7]([C:52]2[CH:53]=[N:54][CH:55]=[CH:56][CH:57]=2)[CH:12]=[CH:11][C:10]=1[S:13][CH:14]1[CH2:20][CH:19]2[N:21]([CH3:22])[CH:16]([CH2:17][CH2:18]2)[CH2:15]1 |f:1.2,5.6,8.9.10.11.12|. Reactants: C(CCC)[Sn](C=1C=NC=CC1)(CCCC)CCCC (3-tributylstannylpyridine), [OH-].[Na+] (sodium hydroxide), FC(S(=O)(=O)OC1=CC(=C(C=C1)SC1CC2CCC(C1)N2C)Cl)(F)F (3-chloro-4-[(8-methyl-8-azabicylo[3.2.1]oct-3-yl)thio]phenyl trifluoromethanesulfonate), [Cl-].[Li+] (lithium chloride), C1(=CC=CC=C1)[As](C1=CC=CC=C1)C1=CC=CC=C1 (triphenylarsine). Reagents/catalysts: C=1C=CC(=CC1)/C=C/C(=O)/C=C/C2=CC=CC=C2.C=1C=CC(=CC1)/C=C/C(=O)/C=C/C2=CC=CC=C2.C=1C=CC(=CC1)/C=C/C(=O)/C=C/C2=CC=CC=C2.[Pd].[Pd] (tris(dibenzylideneacetone)-dipalladium (0)). The reactants are c2ccc1cc(OC)ccc1c2(OC) (substrate), Cc1ccc([Mg]Br)cc1 (effective_coupling_partner). Reagents/catalysts: ItBu. Conditions: temperature 60 celsius, time 24 hour. Product: c2ccc1cc(c3ccc(C)cc3)ccc1c2(c4ccc(C)cc4).